Dataset: the Open Reaction Database (ORD), a public repository of structured organic reaction records. Task: describe an organic reaction: reactants, conditions, products, and yield The reactants are Cl (hydrogen chloride), CC(C)N(CCC1(CC2CCCCN2C1=O)C1=CC=CC=C1)C(C)C (2-[2-[bis(1-methylethyl)amino]ethyl]-hexahydro-2-phenyl-3(2H)-indolizinone), C(C)OCC (diethyl ether). Run in C(C)(C)O (isopropyl alcohol). The product is O.Cl.CC(C)N(CCC1(CC2CCCCN2C1=O)C1=CC=CC=C1)C(C)C (2-[2-[bis(1-methylethyl)amino]ethyl]hexahydro-2-phenyl-3(2H)-indolizinone hydrochloride hydrate). RXN SMILES: [ClH:1].[CH3:2][CH:3]([N:5]([CH:24]([CH3:26])[CH3:25])[CH2:6][CH2:7][C:8]1([C:18]2[CH:23]=[CH:22][CH:21]=[CH:20][CH:19]=2)[C:16](=[O:17])[N:15]2[CH:10]([CH2:11][CH2:12][CH2:13][CH2:14]2)[CH2:9]1)[CH3:4].C(OCC)C>C(O)(C)C>[OH2:17].[ClH:1].[CH3:26][CH:24]([N:5]([CH:3]([CH3:4])[CH3:2])[CH2:6][CH2:7][C:8]1([C:18]2[CH:23]=[CH:22][CH:21]=[CH:20][CH:19]=2)[C:16](=[O:17])[N:15]2[CH:10]([CH2:11][CH2:12][CH2:13][CH2:14]2)[CH2:9]1)[CH3:25] |f:4.5.6|. Procedure details: A solution of 24% hydrogen chloride in isopropyl alcohol was added to 6.7 g (18 mmole) of the title product of Example 3 until the mixture remained acidic (ca. pH 2). Addition of diethyl ether produced an oil which was separated. Trituration of the oil with additional diethyl ether induced crystallization of the title compound as an analytically pure hydrochloride hydrate, m.p. 93°-97°